This data is from the Open Reaction Database (ORD), a public repository of structured organic reaction records. The task is: describe an organic reaction: reactants, conditions, products, and yield Starting materials: CO, O=Cc1ccc(OC2CCCCO2)cc1, O=C(c1ccccc1)C(O)OC1CCOCC1. Yields the product CC(=O)c1ccccc1. RXN SMILES: [CH3:33][OH:34].[O:18]1[CH2:19][CH2:20][CH2:21][CH2:22][CH:23]1[O:24][c:25]1[cH:26][cH:27][c:28]([CH:29]=[O:30])[cH:31][cH:32]1.[OH:1][CH:2]([C:3](=[O:4])[c:5]1[cH:6][cH:7][cH:8][cH:9][cH:10]1)[O:11][CH:12]1[CH2:13][CH2:14][O:15][CH2:16][CH2:17]1>>[CH3:2][C:3](=[O:4])[c:5]1[cH:6][cH:7][cH:8][cH:9][cH:10]1. Starting materials: CC1(OC2=C(CO1)C(=CN=C2C)C(C2=CC=C(C=C2)Cl)O)C ((+)-2,2,8-trimethyl-5-(4-chloro-α-hydroxybenzyl)-pyrido-[4,3-e]-1,3-dioxane), C(C)(=O)OC(C)=O (acetic anhydride), C(=O)(O)[O-].[Na+] (NaHCO3). Run in N1=CC=CC=C1 (pyridine). Run at time 18 hour. Product: CC1(OC2=C(CO1)C(=CN=C2C)C(C2=CC=C(C=C2)Cl)OC(C)=O)C (2,2,8-trimethyl-5-(4-chloro-α-acetoxybenzyl)-pyrido-[4,3-e]-1,3-dioxane). Yield: 100.0%. As a reaction SMILES: [CH3:1][C:2]1([CH3:22])[O:7][CH2:6][C:5]2[C:8]([CH:13]([OH:21])[C:14]3[CH:19]=[CH:18][C:17]([Cl:20])=[CH:16][CH:15]=3)=[CH:9][N:10]=[C:11]([CH3:12])[C:4]=2[O:3]1.[C:23](OC(=O)C)(=[O:25])[CH3:24].C([O-])(O)=O.[Na+]>N1C=CC=CC=1>[CH3:1][C:2]1([CH3:22])[O:7][CH2:6][C:5]2[C:8]([CH:13]([O:21][C:23](=[O:25])[CH3:24])[C:14]3[CH:19]=[CH:18][C:17]([Cl:20])=[CH:16][CH:15]=3)=[CH:9][N:10]=[C:11]([CH3:12])[C:4]=2[O:3]1 |f:2.3|. Procedure details: 210 mg (0.66 mmoles) of (+)-2,2,8-trimethyl-5-(4-chloro-α-hydroxybenzyl)-pyrido-[4,3-e]-1,3-dioxane are poured into a 2 ml vial and dissolved in 500 μl of pyridine and 110 μl of acetic anhydride (1.16 mmole). The reaction mixture is stirred for 18 hours, then poured into 30 ml of saturated NaHCO3. The mixture is allowed to stir at room temperature for 1 hour, then extracted with 3×30 ml of CH2Cl2. The combined CH2Cl2 layers are washed with 3×20 ml of 2N HCl. The organic phase is dried over Na2SO... Starting materials: OCC1=NN2C(C(N(CC2)CC2=CC=C(C=C2)OC)=O)=C1 (2-hydroxymethyl-5-(4-methoxy-benzyl)-6,7-dihydro-5H-pyrazolo[1,5-a]pyrazin-4-one), ClC1=NC=CC=C1 (2-chloropyridine), FC1=CC=C(C=C1)N1C(C=2N(CC1)N=C(C2)COC2=NC=CC=C2)=O (5-(4-fluoro-phenyl)-2-(pyridin-2-yloxymethyl)-6,7-dihydro-5H-pyrazolo[1,5-a]pyrazin-4-one). Product: COC1=CC=C(CN2C(C=3N(CC2)N=C(C3)COC3=NC=CC=C3)=O)C=C1 (5-(4-Methoxy-benzyl)-2-(pyridin-2-yloxymethyl)-6,7-dihydro-5H-pyrazolo[1,5-a]pyrazin-4-one). As a reaction SMILES: [OH:1][CH2:2][C:3]1[CH:21]=[C:6]2[C:7](=[O:20])[N:8]([CH2:11][C:12]3[CH:17]=[CH:16][C:15]([O:18][CH3:19])=[CH:14][CH:13]=3)[CH2:9][CH2:10][N:5]2[N:4]=1.Cl[C:23]1[CH:28]=[CH:27][CH:26]=[CH:25][N:24]=1.FC1C=CC(N2CCN3N=C(COC4C=CC=CN=4)C=C3C2=O)=CC=1>>[CH3:19][O:18][C:15]1[CH:16]=[CH:17][C:12]([CH2:11][N:8]2[CH2:9][CH2:10][N:5]3[N:4]=[C:3]([CH2:2][O:1][C:23]4[CH:28]=[CH:27][CH:26]=[CH:25][N:24]=4)[CH:21]=[C:6]3[C:7]2=[O:20])=[CH:13][CH:14]=1. Procedure: The compound was prepared from 2-hydroxymethyl-5-(4-methoxy-benzyl)-6,7-dihydro-5H-pyrazolo[1,5-a]pyrazin-4-one and 2-chloropyridine using the method described in the preceding example 53 (5-(4-fluoro-phenyl)-2-(pyridin-2-yloxymethyl)-6,7-dihydro-5H-pyrazolo[1,5-a]pyrazin-4-one). Reactants: [BH4-], COC(=O)C1=C(C)NC(C=O)=C(C(=O)OC)C1c1ccccc1C#N, CO, [Na+], O. The product is COC(=O)C1=C(C)NC(CO)=C(C(=O)OC)C1c1ccccc1C#N. As a reaction SMILES: [BH4-:26].[CH3:1][C:2]1=[C:7]([C:8](=[O:9])[O:10][CH3:11])[CH:6]([c:12]2[c:13]([C:18]#[N:19])[cH:14][cH:15][cH:16][cH:17]2)[C:5]([C:20](=[O:21])[O:22][CH3:23])=[C:4]([CH:24]=[O:25])[NH:3]1.[CH3:28][OH:29].[Na+:27].[OH2:30]>>[CH3:1][C:2]1=[C:7]([C:8](=[O:9])[O:10][CH3:11])[CH:6]([c:12]2[c:13]([C:18]#[N:19])[cH:14][cH:15][cH:16][cH:17]2)[C:5]([C:20](=[O:21])[O:22][CH3:23])=[C:4]([CH2:24][OH:25])[NH:3]1.